Dataset: the Open Reaction Database (ORD), a public repository of structured organic reaction records. Task: describe an organic reaction: reactants, conditions, products, and yield The reactants are NN (hydrazine), NC1=C(C=C(C(=O)CCC(=O)O)C=C1Br)Br (3-(4-amino-3,5-dibromobenzoyl)propionic acid). Solvent: C(C)O (ethanol). Yields the product NC1=C(C=C(C=C1Br)C=1CCC(NN1)=O)Br (6-(4-Amino-3,5-dibromophenyl)-4,5-dihydropyridazin-3-one). As a reaction SMILES: [NH2:1][NH2:2].[NH2:3][C:4]1[C:16]([Br:17])=[CH:15][C:7]([C:8]([CH2:10][CH2:11][C:12](O)=[O:13])=O)=[CH:6][C:5]=1[Br:18]>C(O)C>[NH2:3][C:4]1[C:16]([Br:17])=[CH:15][C:7]([C:8]2[CH2:10][CH2:11][C:12](=[O:13])[NH:1][N:2]=2)=[CH:6][C:5]=1[Br:18]. Reported procedure: The title compound was prepared as described in Example 1 starting with hydrazine and 3-(4-amino-3,5-dibromobenzoyl)propionic acid in ethanol to give a solid: mp 212°-214° C. Starting materials: COC(=O)C1CC2OC2C1, [Cu]I, [Li]CC. Product: CCC1CC(C(=O)OC)CC1O. As a reaction SMILES: [CH:4]12[CH2:5][CH:6]([C:10](=[O:11])[O:12][CH3:13])[CH2:7][CH:8]1[O:9]2.[Cu:14][I:15].[Li:1][CH2:2][CH3:3]>>[CH2:2]([CH3:3])[CH:8]1[CH:4]([OH:9])[CH2:5][CH:6]([C:10](=[O:11])[O:12][CH3:13])[CH2:7]1. Starting materials: C([O-])(O)=O.[Na+] (sodium bicarbonate), CC1(CCC(CC1)C1=CC2=C(N=C(N=C2CO)C)S1)C ([6-(4,4-dimethylcyclohexyl)-2-methylthieno[2,3-d]pyrimidin-4-yl]methanol), TEA, CS(=O)(=O)Cl (MsCl). The solvent is C(Cl)Cl (DCM). Reaction conditions: time 1 hour. Product: CS(=O)(=O)OCC=1C2=C(N=C(N1)C)SC(=C2)C2CCC(CC2)(C)C ([6-(4,4-dimethylcyclohexyl)-2-methylthieno[2,3-d]pyrimidin-4-yl]methyl methanesulfonate). RXN SMILES: [CH3:1][C:2]1([CH3:20])[CH2:7][CH2:6][CH:5]([C:8]2[S:19][C:11]3[N:12]=[C:13]([CH3:18])[N:14]=[C:15]([CH2:16][OH:17])[C:10]=3[CH:9]=2)[CH2:4][CH2:3]1.[CH3:21][S:22](Cl)(=[O:24])=[O:23].C(=O)(O)[O-].[Na+]>C(Cl)Cl>[CH3:21][S:22]([O:17][CH2:16][C:15]1[C:10]2[CH:9]=[C:8]([CH:5]3[CH2:6][CH2:7][C:2]([CH3:20])([CH3:1])[CH2:3][CH2:4]3)[S:19][C:11]=2[N:12]=[C:13]([CH3:18])[N:14]=1)(=[O:24])=[O:23] |f:2.3|. Procedure details: To a mixture of [6-(4,4-dimethylcyclohexyl)-2-methylthieno[2,3-d]pyrimidin-4-yl]methanol (16.0 g), TEA (10 mL) and DCM (200 mL) was added dropwise MsCl (5.0 mL) at 0° C. for 15 minutes, followed by stirring at the same temperature for 1 hour. To the reaction mixture was added saturated aqueous sodium bicarbonate, followed by extraction with chloroform. The organic layer was washed sequentially with saturated aqueous sodium bicarbonate and brine. To the organic layer were added MgSO4, activated c...